This data is from the Open Reaction Database (ORD), a public repository of structured organic reaction records. The task is: describe an organic reaction: reactants, conditions, products, and yield Reactants: CCOC(=O)c1cnc2c(c(C)nn2C)c1N(Cc1ccccc1)S(=O)(=O)c1ccc(OC)cc1, CO, [Na+], C1CCOC1, [OH-]. Product: COc1ccc(S(=O)(=O)N(Cc2ccccc2)c2c(C(=O)O)cnc3c2c(C)nn3C)cc1. Reaction SMILES: [CH2:1]([c:2]1[cH:3][cH:4][cH:5][cH:6][cH:7]1)[N:8]([c:9]1[c:10]2[c:11]([n:12][cH:13][c:14]1[C:15](=[O:16])[O:17][CH2:18][CH3:19])[n:20]([CH3:24])[n:21][c:22]2[CH3:23])[S:25](=[O:26])(=[O:27])[c:28]1[cH:29][cH:30][c:31]([O:34][CH3:35])[cH:32][cH:33]1.[CH3:38][OH:39].[Na+:37].[O:40]1[CH2:41][CH2:42][CH2:43][CH2:44]1.[OH-:36]>>[CH2:1]([c:2]1[cH:3][cH:4][cH:5][cH:6][cH:7]1)[N:8]([c:9]1[c:10]2[c:11]([n:12][cH:13][c:14]1[C:15](=[O:16])[OH:17])[n:20]([CH3:24])[n:21][c:22]2[CH3:23])[S:25](=[O:26])(=[O:27])[c:28]1[cH:29][cH:30][c:31]([O:34][CH3:35])[cH:32][cH:33]1. The reactants are C([O-])(O)=O.[Na+] (sodium bicarbonate), OOS(=O)[O-].[K+] (oxone), FC=1C=C(C=CC1SC)O (3-fluoro-4-methylsulfanyl-phenol). Run in O (water), O1CCCC1 (tetrahydrofuran). Conditions: time 1 hour. Yields the product FC=1C=C(C=CC1S(=O)(=O)C)O (3-fluoro-4-methanesulfonyl-phenol). Yield: 78.0%. Reaction SMILES: O[O:2][S:3]([O-:5])=O.[K+].[F:7][C:8]1[CH:9]=[C:10]([OH:16])[CH:11]=[CH:12][C:13]=1SC.[C:17](=O)(O)[O-].[Na+]>O.O1CCCC1>[F:7][C:8]1[CH:9]=[C:10]([OH:16])[CH:11]=[CH:12][C:13]=1[S:3]([CH3:17])(=[O:5])=[O:2] |f:0.1,3.4|. Procedure: A solution of oxone (19.6 g, 32 mmol) in water (50 mL) was added to a rapidly stirred solution of 3-fluoro-4-methylsulfanyl-phenol (2.47 g, 15.6 mmol) in tetrahydrofuran (100 mL). The mixture was stirred for 1 h at room temperature and then it was poured into aqueous sodium bicarbonate solution. The mixture was extracted three times with ethyl acetate, and the combined extracts were washed with brine, dried (magnesium sulfate), filtered, evaporated, and eluted through a short silica plug with 50... The reactants are OCCC1(CCCC1)NC=C(C(=O)OCC)C(C1=C(C(=C(C(=C1)F)F)F)F)=O (ethyl 3-[1-(2-hydroxyethyl)-cyclopentylamino]-2-(2,3,4,5-tetrafluorobenzoyl)acrylate), [H-].[Na+] (NaH), O (Water). Solvent: C1CCOC1 (THF). Conditions: time 1 hour. The product is FC=1C=C2C(C(=CN(C2=C(C1F)F)C1(CCCC1)CCO)C(=O)OCC)=O (Ethyl 6,7,8-trifluoro-1,4-dihydro-1-[1-(2-hydroxyethyl)cyclopentyl]-4-oxo-3-quinolinecarboxylate). Yield: 65.3%. Reaction SMILES: [OH:1][CH2:2][CH2:3][C:4]1([NH:9][CH:10]=[C:11]([C:17](=[O:28])[C:18]2[CH:23]=[C:22]([F:24])[C:21]([F:25])=[C:20]([F:26])[C:19]=2F)[C:12]([O:14][CH2:15][CH3:16])=[O:13])[CH2:8][CH2:7][CH2:6][CH2:5]1.[H-].[Na+].O>C1COCC1>[F:26][C:20]1[CH:19]=[C:18]2[C:23](=[C:22]([F:24])[C:21]=1[F:25])[N:9]([C:4]1([CH2:3][CH2:2][OH:1])[CH2:5][CH2:6][CH2:7][CH2:8]1)[CH:10]=[C:11]([C:12]([O:14][CH2:15][CH3:16])=[O:13])[C:17]2=[O:28] |f:1.2|. Reported procedure: To an iced solution of ethyl 3-[1-(2-hydroxyethyl)-cyclopentylamino]-2-(2,3,4,5-tetrafluorobenzoyl)acrylate (22.7 g, 56.3 mmol) in THF (200 mL) was added NaH (3.60 g, 90.0 mmol), and the mixture was stirred at room temperature for 1 hour. Water was added to the mixture portionwise at 0° C. The resulting mixture was extracted with ethyl acetate, and the combined organic extracts were concentrated in vacuo. Flash chromatography (AcOEt:Hexane=2:1) of the residue give the title compound as a colorle... Reactants: O1CCCC1 (tetrahydrofuran), BrC(F)(F)Br (dibromodifluoromethane), O1CCCC1 (tetrahydrofuran), O=C(CCOC(C1=CC=CC=C1)=O)C (3-oxobutylbenzoate), CN(C)P(N(C)C)N(C)C (tris (dimethylamino)phosphine). Solvent: C(C)OCC (diethyl ether). Conditions: time 1 hour. Yields the product C(C1=CC=CC=C1)(=O)OCCC(=C(F)F)C (4,4-difluoro-3-methyl-3-butenyl benzoate). Yield: 72.5%. Reaction SMILES: O1CCCC1.Br[C:7](Br)([F:9])[F:8].CN(P(N(C)C)N(C)C)C.O=[C:22]([CH3:34])[CH2:23][CH2:24][O:25][C:26](=[O:33])[C:27]1[CH:32]=[CH:31][CH:30]=[CH:29][CH:28]=1>C(OCC)C>[C:26]([O:25][CH2:24][CH2:23][C:22]([CH3:34])=[C:7]([F:9])[F:8])(=[O:33])[C:27]1[CH:32]=[CH:31][CH:30]=[CH:29][CH:28]=1. Procedure: Reaction was carried out under nitrogen atmosphere. To 400 ml of tetrahydrofuran, 46.2 g (0.22 mol) of dibromodifluoromethane was dissolved, followed by drop-wise adding 70.2 g (0.43 mol) of tris (dimethylamino)phosphine at −10° C. After the end of the drop-wise addition, the reaction liquid was stirred at room temperature for 1 hour, and 150 ml tetrahydrofuran solution dissolving with 19.2 g (0.10 mol) of 3-oxobutylbenzoate was further added drop-wise at −20° C. After the end of the drop-wise a... Starting materials: CCCCNc1cncc(C(=NC#N)OCCC)c1, CO, NCCc1ccccc1Cl. Product: CCCCNc1cncc(C(=NCCc2ccccc2Cl)NC#N)c1. Reaction SMILES: [CH2:1]([CH2:2][CH2:3][CH3:4])[NH:5][c:6]1[cH:7][c:8]([C:12]([O:13][CH2:14][CH2:15][CH3:16])=[N:17][C:18]#[N:19])[cH:9][n:10][cH:11]1.[CH3:30][OH:31].[Cl:20][c:21]1[c:22]([CH2:27][CH2:28][NH2:29])[cH:23][cH:24][cH:25][cH:26]1>>[CH2:1]([CH2:2][CH2:3][CH3:4])[NH:5][c:6]1[cH:7][c:8]([C:12]([NH:17][C:18]#[N:19])=[N:29][CH2:28][CH2:27][c:22]2[c:21]([Cl:20])[cH:26][cH:25][cH:24][cH:23]2)[cH:9][n:10][cH:11]1. The reactants are N[C@H]1[C@@H](C2=CC=C(C(=C2CC1)C(=O)OC)OCC1=CC=CC=C1)O (trans-2-amino-6-benzyloxy-1-hydroxy-5-methoxycarbonyl-1,2,3,4-tetrahydronaphthalene), C([O-])([O-])=O.[K+].[K+] (potassium carbonate), C(C)(=O)OCC (ethyl acetate), C(OCC)(=O)Cl (ethyl chlorcarbonate). Run in O (water). Yields the product C(C1=CC=CC=C1)OC=1C(=C2CC[C@H]([C@@H](C2=CC1)O)NC(=O)OCC)C(=O)OC (trans-6-benzyloxy-2-ethoxycarbonylamino-1-hydroxy-5-methoxycarbonyl-1,2,3,4-tetrahydronaphthalene). Reaction SMILES: [NH2:1][C@@H:2]1[CH2:11][CH2:10][C:9]2[C:4](=[CH:5][CH:6]=[C:7]([O:16][CH2:17][C:18]3[CH:23]=[CH:22][CH:21]=[CH:20][CH:19]=3)[C:8]=2[C:12]([O:14][CH3:15])=[O:13])[C@H:3]1[OH:24].[C:25]([O:28][CH2:29][CH3:30])(=[O:27])C.C(Cl)(=O)OCC.C(=O)([O-])[O-].[K+].[K+]>O>[CH2:17]([O:16][C:7]1[C:8]([C:12]([O:14][CH3:15])=[O:13])=[C:9]2[C:4](=[CH:5][CH:6]=1)[C@@H:3]([OH:24])[C@H:2]([NH:1][C:25]([O:28][CH2:29][CH3:30])=[O:27])[CH2:11][CH2:10]2)[C:18]1[CH:23]=[CH:22][CH:21]=[CH:20][CH:19]=1 |f:3.4.5|. Reported procedure: To a solution of 1.0 g. of trans-2-amino-6-benzyloxy-1-hydroxy-5-methoxycarbonyl-1,2,3,4-tetrahydronaphthalene in 20 ml. of ethyl acetate are added 5 ml. of water and 400 mg. of ethyl chlorcarbonate, and with stirring at room temperature, 1.0 g. of anhydrous potassium carbonate is added in small portions. After one-hour stirring, the organic layer is recovered, washed with water, dried and concentrated under reduced pressure. The residue is recrystallized from ethyl acetate-n-hexane to obtain tr...